Dataset: the Open Reaction Database (ORD), a public repository of structured organic reaction records. Task: describe an organic reaction: reactants, conditions, products, and yield Reactants: C(C)OC(=O)C=1C(=NOC1)C1=NC=CC=C1 (3-pyridin-2-yl-isoxazole-4-carboxylic acid ethyl ester), COC(=O)C1=NC=C(N=C1)OCC=1C(=NOC1)C1=CC=C(C=C1)Cl (5-[3-(4-chloro-phenyl)-isoxazol-4-ylmethoxy]-pyrazine-2-carboxylic acid methyl ester). The product is N1=C(C=CC=C1)C1=NOC=C1C(=O)O (3-Pyridin-2-yl-isoxazole-4-carboxylic acid). Yield: 77.7%. As a reaction SMILES: C([O:3][C:4]([C:6]1[C:7]([C:11]2[CH:16]=[CH:15][CH:14]=[CH:13][N:12]=2)=[N:8][O:9][CH:10]=1)=[O:5])C.COC(C1C=NC(OCC2C(C3C=CC(Cl)=CC=3)=NOC=2)=CN=1)=O>>[N:12]1[CH:13]=[CH:14][CH:15]=[CH:16][C:11]=1[C:7]1[C:6]([C:4]([OH:5])=[O:3])=[CH:10][O:9][N:8]=1. Procedure: As described for example 17a, 3-pyridin-2-yl-isoxazole-4-carboxylic acid ethyl ester (9.6 g, 44 mmol), instead of 5-[3-(4-chloro-phenyl)-isoxazol-4-ylmethoxy]-pyrazine-2-carboxylic acid methyl ester, was converted to the title compound (6.5 g, 79%) which was obtained as an off-white solid. MS: m/e=189.3 [M−H]−. Reactants: [Br-], CC[Mg+], CCOCC, COc1ccc(C=C(C)C=O)cc1, Cl. RXN SMILES: [Br-:14].[CH2:15]([CH3:16])[Mg+:17].[CH3:19][CH2:20][O:21][CH2:22][CH3:23].[CH3:1][O:2][c:3]1[cH:4][cH:5][c:6]([CH:9]=[C:10]([CH:11]=[O:12])[CH3:13])[cH:7][cH:8]1.[ClH:18]>>[CH3:1][O:2][c:3]1[cH:4][cH:5][c:6]([CH:9]=[C:10]([CH:11]([OH:12])[CH2:15][CH3:16])[CH3:13])[cH:7][cH:8]1. Product: CCC(O)C(C)=Cc1ccc(OC)cc1. The reactants are CC=1OC=CC1C(CC1=NC=CC=C1)=O (1-(2-methyl-3-furanyl)-2-(2-pyridinyl)ethanone), COC(N(C)C)OC (N,N-dimethylformamide dimethyl acetal). Reaction conditions: temperature 100 celsius. Yields the product CN(C=C(C(=O)C1=C(OC=C1)C)C1=NC=CC=C1)C (3-(Dimethylamino)-1-(2-methyl-3-furanyl)-2-(2-pyridinyl)-2-propen-1-one). As a reaction SMILES: [CH3:1][C:2]1[O:3][CH:4]=[CH:5][C:6]=1[C:7](=[O:15])[CH2:8][C:9]1[CH:14]=[CH:13][CH:12]=[CH:11][N:10]=1.CO[CH:18](OC)[N:19]([CH3:21])[CH3:20]>>[CH3:18][N:19]([CH3:21])[CH:20]=[C:8]([C:9]1[CH:14]=[CH:13][CH:12]=[CH:11][N:10]=1)[C:7]([C:6]1[CH:5]=[CH:4][O:3][C:2]=1[CH3:1])=[O:15]. Procedure details: A mixture of 1-(2-methyl-3-furanyl)-2-(2-pyridinyl)ethanone (1.207 g, 6 mmol) in N,N-dimethylformamide dimethyl acetal (0.797 ml, 6.00 mmol) was heated at 100° C. for 2 hours. The mixture was cooled to room temperature and the solvent was evaporated. The residue was partitioned between ethyl acetate and water. The organic phase was separated, washed with water and brine, dried and evaporated to give the title product as a dark orange oil which was used in the next step (1.1 g, 72%). LC/MS [M+H]+...